From a dataset of the Open Reaction Database (ORD), a public repository of structured organic reaction records. describe an organic reaction: reactants, conditions, products, and yield Starting materials: O=C1CCC(=O)N1Br, Cc1nn(C(=O)OC(C)(C)C)c2ncc(Br)cc12, ClC(Cl)(Cl)Cl, CC(C)(C#N)N=NC(C)(C)C#N. Yields the product CC(C)(C)OC(=O)n1nc(CBr)c2cc(Br)cnc21. RXN SMILES: [Br:19][N:20]1[C:21](=[O:22])[CH2:23][CH2:24][C:25]1=[O:26].[Br:1][c:2]1[cH:3][c:4]2[c:5]([n:6][cH:7]1)[n:8]([C:12](=[O:13])[O:14][C:15]([CH3:16])([CH3:17])[CH3:18])[n:9][c:10]2[CH3:11].[Cl:39][C:40]([Cl:41])([Cl:42])[Cl:43].[N:27]([C:28]([CH3:29])([CH3:30])[C:31]#[N:32])=[N:33][C:34]([CH3:35])([CH3:36])[C:37]#[N:38]>>[Br:1][c:2]1[cH:3][c:4]2[c:5]([n:6][cH:7]1)[n:8]([C:12](=[O:13])[O:14][C:15]([CH3:16])([CH3:17])[CH3:18])[n:9][c:10]2[CH2:11][Br:19]. Starting materials: C(C=C)Br (allyl bromide), Cl (hydrochloric acid), [H-].[Na+] (Sodium hydride), COC=1C=C(C(=O)OC)C=CC1CC1=CNC2=CC=C(C=C12)\C=C(/C)\C(NCCC)=O (methyl E-3-methoxy-4-[5-[2-(propylcarbamoyl)-1-propenyl]indol-3-ylmethyl]benzoate). Run in CN(C=O)C (N,N-dimethylformamide), O (water). Conditions: time 0.5 hour. Product: C(C=C)N1C=C(C2=CC(=CC=C12)\C=C(/C)\C(NCCC)=O)CC1=C(C=C(C(=O)OC)C=C1)OC (methyl E-4[1-allyl-5-[2-(propylcarbamoyl)-1-propenyl]indol-3-ylmethyl)-3-methoxybenzoate). Yield: 67.5%. As a reaction SMILES: [H-].[Na+].[CH3:3][O:4][C:5]1[CH:6]=[C:7]([CH:12]=[CH:13][C:14]=1[CH2:15][C:16]1[C:24]2[C:19](=[CH:20][CH:21]=[C:22](/[CH:25]=[C:26](/[C:28](=[O:33])[NH:29][CH2:30][CH2:31][CH3:32])\[CH3:27])[CH:23]=2)[NH:18][CH:17]=1)[C:8]([O:10][CH3:11])=[O:9].[CH2:34](Br)[CH:35]=[CH2:36].Cl>CN(C)C=O.O>[CH2:36]([N:18]1[C:19]2[C:24](=[CH:23][C:22](/[CH:25]=[C:26](/[C:28](=[O:33])[NH:29][CH2:30][CH2:31][CH3:32])\[CH3:27])=[CH:21][CH:20]=2)[C:16]([CH2:15][C:14]2[CH:13]=[CH:12][C:7]([C:8]([O:10][CH3:11])=[O:9])=[CH:6][C:5]=2[O:4][CH3:3])=[CH:17]1)[CH:35]=[CH2:34] |f:0.1|. Procedure: Sodium hydride (0.048 g of a 60% dispersion in oil) was added to a stirred solution of methyl E-3-methoxy-4-[5-[2-(propylcarbamoyl)-1-propenyl]indol-3-ylmethyl]benzoate (0.5 g) in N,N-dimethylformamide (5 ml), under an atmosphere of nitrogen. After 0.5 hr, allyl bromide (0.14 g) was added and stirring continued for 3 hr. The solution was acidified with 1M hydrochloric acid (10 ml), diluted with water (20 ml), extracted with ethyl acetate (twice), and the organic phase was washed with water (4 ti... Starting materials: C1=C(C=CC2=CC=CC=C12)OC([C@@H](NC)CCCNC(=O)OC(C)(C)C)=O (Nδ-Boc-Nα-methylornithinyl 2-naphthyl ether), C(=O)(OC(C)(C)C)N[C@@H](CC1=CC=C(C=C1)O)C(=O)O (Boc-tyrosine). Product: C1=C(C=CC2=CC=CC=C12)OC([C@@H](N(C)C([C@@H](NC(=O)OC(C)(C)C)CC1=CC=C(C=C1)O)=O)CCCNC(=O)OC(C)(C)C)=O (Boc-Tyrosyl-Nδ-Boc-Nα-Methylornithinyl 2-Naphthyl Ether). The yield is 55.1%. RXN SMILES: [CH:1]1[C:10]2[C:5](=[CH:6][CH:7]=[CH:8][CH:9]=2)[CH:4]=[CH:3][C:2]=1[O:11][C:12](=[O:27])[C@H:13]([CH2:16][CH2:17][CH2:18][NH:19][C:20]([O:22][C:23]([CH3:26])([CH3:25])[CH3:24])=[O:21])[NH:14][CH3:15].[C:28]([NH:35][C@H:36]([C:45](O)=[O:46])[CH2:37][C:38]1[CH:43]=[CH:42][C:41]([OH:44])=[CH:40][CH:39]=1)([O:30][C:31]([CH3:34])([CH3:33])[CH3:32])=[O:29]>>[CH:1]1[C:10]2[C:5](=[CH:6][CH:7]=[CH:8][CH:9]=2)[CH:4]=[CH:3][C:2]=1[O:11][C:12](=[O:27])[C@H:13]([CH2:16][CH2:17][CH2:18][NH:19][C:20]([O:22][C:23]([CH3:24])([CH3:26])[CH3:25])=[O:21])[N:14]([C:45](=[O:46])[C@H:36]([CH2:37][C:38]1[CH:43]=[CH:42][C:41]([OH:44])=[CH:40][CH:39]=1)[NH:35][C:28]([O:30][C:31]([CH3:34])([CH3:32])[CH3:33])=[O:29])[CH3:15]. Procedure: Using Procedure D, crude Nδ-Boc-Nα-methylornithinyl 2-naphthyl ether (133 mg) and Boc-tyrosine (222 mg) is coupled to afford intermediate (125 mg) as a glassy solid: 1H NMR (400 MHz, CDCl3) δ1.44 (m, 21H), 1.63 (m, 1H), 2.75 (s, 3H), 3.15 (m, 2H), 3.92 (m, 2H), 4.84 (m, 1H), 5.06 (m, 1H), 6.62 (d, J=10.2 Hz, 2H), 7.08 (m, 4H), 7.35 (m, 1H), 7.42 (m, 1H), 7.66 (d, J=10.9 Hz, 1H), and 7.75 (m, 3H). Yields the product [Si](C)(C)(C(C)(C)C)O[C@H](C)[C@H]1C(N[C@@H]1CC(=O)C=1SC(=CC1)CO[Si](C)(C)C(C)(C)C)=O ((3S,4R)-3-((1R)-1-{[tert-butyl(dimethyl)silyl]oxy}ethyl)-4-{2-[5-({[tert-butyl(dimethyl)silyl]oxy}methyl) thien-2-yl]-2-oxoethyl}azetidin-2-one). Reaction SMILES: [C:1]([Si:5]([CH3:21])([CH3:20])[O:6][CH2:7][C:8]1[S:9][C:10]([C:13]([O:15][Si](C)(C)C)=[CH2:14])=[CH:11][CH:12]=1)([CH3:4])([CH3:3])[CH3:2].C([O:25][C@@H:26]1[C@@H:29]([C@H:30]([O:32][Si:33]([C:36]([CH3:39])([CH3:38])[CH3:37])([CH3:35])[CH3:34])[CH3:31])[C:28](=O)[NH:27]1)(=O)C>>[Si:33]([O:32][C@@H:30]([C@@H:29]1[C@@H:28]([CH2:15][C:13]([C:10]2[S:9][C:8]([CH2:7][O:6][Si:5]([C:1]([CH3:2])([CH3:3])[CH3:4])([CH3:20])[CH3:21])=[CH:12][CH:11]=2)=[O:14])[NH:27][C:26]1=[O:25])[CH3:31])([C:36]([CH3:39])([CH3:37])[CH3:38])([CH3:35])[CH3:34]. Procedure: In the same manner as reference example 3, from tert-butyl(dimethyl)[(5-{1-[(trimethylsilyl)oxy]vinyl}thien-2-yl)methoxy]silane prepared in the above step and (2R,3R)-3-((1R)-1-{[tert-butyl(dimethyl)silyl]oxy}ethyl)-4-oxo-2-azetidinyl acetate (20.99 g), there was obtained (3S,4R)-3-((1R)-1-{[tert-butyl(dimethyl)silyl]oxy}ethyl)-4-{2-[5-({[tert-butyl(dimethyl)silyl]oxy}methyl) thien-2-yl]-2-oxoethyl}azetidin-2-one (10.32 g). Starting materials: C(C)(C)(C)[Si](OCC=1SC(=CC1)C(=C)O[Si](C)(C)C)(C)C (tert-butyl(dimethyl)[(5-{1-[(trimethylsilyl)oxy]vinyl}thien-2-yl)methoxy]silane), C(C)(=O)O[C@H]1NC([C@@H]1[C@@H](C)O[Si](C)(C)C(C)(C)C)=O ((2R,3R)-3-((1R)-1-{[tert-butyl(dimethyl)silyl]oxy}ethyl)-4-oxo-2-azetidinyl acetate). Starting materials: CCOC(C)=O, O=[N+]([O-])c1cc(C(F)(F)C(F)(F)F)ccc1O, [H][H]. Product: Nc1cc(C(F)(F)C(F)(F)F)ccc1O. RXN SMILES: [CH3:20][CH2:21][O:22][C:23](=[O:24])[CH3:25].[F:1][C:2]([C:3]([F:4])([F:5])[F:6])([c:7]1[cH:8][c:9]([N+:14]([O-:15])=[O:16])[c:10]([OH:13])[cH:11][cH:12]1)[F:17].[H:18][H:19]>>[F:1][C:2]([C:3]([F:4])([F:5])[F:6])([c:7]1[cH:8][c:9]([NH2:14])[c:10]([OH:13])[cH:11][cH:12]1)[F:17]. Starting materials: BrC=1C=C(C=C2C=CNC12)[N+](=O)[O-] (7-bromo-5-nitro-1H-indole). Reagents/catalysts: [Zn] (zinc). Run in C(C)(=O)O (acetic acid). The product is NC=1C=C2C=CNC2=C(C1)Br (5-Amino-7-bromo-1H-indole). Reaction SMILES: [Br:1][C:2]1[CH:3]=[C:4]([N+:11]([O-])=O)[CH:5]=[C:6]2[C:10]=1[NH:9][CH:8]=[CH:7]2>C(O)(=O)C.[Zn]>[NH2:11][C:4]1[CH:5]=[C:6]2[C:10](=[C:2]([Br:1])[CH:3]=1)[NH:9][CH:8]=[CH:7]2. Reported procedure: A mixture of 7-bromo-5-nitro-1H-indole (prepared according to the procedure set forth in L. L. Melhado et al., Phytochemistry, 21, 2879 (1982)) (550 mg, 2.28 mmol) in glacial acetic acid (16 mL) was treated with zinc dust (700 mg, 10.7 mmol) for 2 hours at room temperature. The mixture was then filtered through a pad of Celite, the filtrate evaporated, and coevaporated several times with toluene. The residue was taken up in methylene chloride (with a small amount of methanol), washed with satura... Reactants: C(C)(=O)N(C=1C=C(C=C(C1)[N+](=O)[O-])N(C(C)=O)C)C (N-[3-(acetyl-methyl-amino)-5-nitro-phenyl]-N-methyl-acetamide), [H][H] (hydrogen). Reagents/catalysts: [Pd] (Pd/C). Solvent: C(C)O (ethanol). Yields the product C(C)(=O)N(C=1C=C(C=C(C1)N)N(C(C)=O)C)C (N-[3-(acetyl-methyl-amino)-5-amino-phenyl]-N-methyl-acetamide). Isolated yield 94.4%. RXN SMILES: [C:1]([N:4]([CH3:19])[C:5]1[CH:6]=[C:7]([N:14]([CH3:18])[C:15](=[O:17])[CH3:16])[CH:8]=[C:9]([N+:11]([O-])=O)[CH:10]=1)(=[O:3])[CH3:2].[H][H]>C(O)C.[Pd]>[C:1]([N:4]([CH3:19])[C:5]1[CH:6]=[C:7]([N:14]([CH3:18])[C:15](=[O:17])[CH3:16])[CH:8]=[C:9]([NH2:11])[CH:10]=1)(=[O:3])[CH3:2]. Procedure: 0.19 g (0.00072 mol) of N-[3-(acetyl-methyl-amino)-5-nitro-phenyl]-N-methyl-acetamide was dissolved in 15 ml of ethanol, treated with 0.019 g of Pd/C (10%) and hydrogenated with hydrogen gas at room temperature for 2 hours. The catalyst was filtered off, the solvent was distilled off and the residue was chromatographed on silica gel with ethyl acetate. There was obtained 0.16 g (94%) of N-[3-(acetyl-methyl-amino)-5-amino-phenyl]-N-methyl-acetamide as white crystals; m.p.: 179-181° C.